Task: describe an organic reaction: reactants, conditions, products, and yield. Dataset: the Open Reaction Database (ORD), a public repository of structured organic reaction records Reactants: OBO, COc1ccccc1CN(C(=O)c1sc2ccccc2c1Cl)C1CCC(N(C)C(=O)OC(C)(C)C)CC1, Nc1ccc(Br)cn1. The product is COc1ccc(-c2ccc(N)nc2)cc1CN(C(=O)c1sc2ccccc2c1Cl)C1CCC(N(C)C(=O)OC(C)(C)C)CC1. RXN SMILES: [BH:1]([OH:2])[OH:3].[C:4](=[O:5])([O:6][C:7]([CH3:8])([CH3:9])[CH3:10])[N:11]([CH:12]1[CH2:13][CH2:14][CH:15]([N:18]([C:19](=[O:20])[c:21]2[c:22]([Cl:30])[c:23]3[c:24]([s:25]2)[cH:26][cH:27][cH:28][cH:29]3)[CH2:31][c:32]2[cH:33][cH:34][cH:35][cH:36][c:37]2[O:38][CH3:39])[CH2:16][CH2:17]1)[CH3:40].[NH2:41][c:42]1[n:43][cH:44][c:45]([Br:48])[cH:46][cH:47]1>>[C:4](=[O:5])([O:6][C:7]([CH3:8])([CH3:9])[CH3:10])[N:11]([CH:12]1[CH2:13][CH2:14][CH:15]([N:18]([C:19](=[O:20])[c:21]2[c:22]([Cl:30])[c:23]3[c:24]([s:25]2)[cH:26][cH:27][cH:28][cH:29]3)[CH2:31][c:32]2[cH:33][c:34](-[c:45]3[cH:44][n:43][c:42]([NH2:41])[cH:47][cH:46]3)[cH:35][cH:36][c:37]2[O:38][CH3:39])[CH2:16][CH2:17]1)[CH3:40]. The reactants are ClCCNC(=O)N(C1[C@H](O)[C@@H](O)[C@@H](O)CO1)CC(C)C (1-(2-chloroethyl)-3-isobutyl-3-L-arabinopyranosylurea), C([O-])([O-])=O.[Na+].[Na+] (sodium carbonate), [N+](=O)([N+](=O)[O-])[O-] (nitrogen tetroxide). Run in O1CCCC1 (tetrahydrofuran), C(Cl)Cl (methylene chloride). Yields the product ClCCN(C(=O)N(C1[C@H](O)[C@@H](O)[C@@H](O)CO1)CC(C)C)N=O (1-(2-chloroethyl)-1-nitroso-3-isobutyl-3-L-arabinopyranosylurea). The yield is 67.9%. As a reaction SMILES: [Cl:1][CH2:2][CH2:3][NH:4][C:5]([N:7]([CH2:17][CH:18]([CH3:20])[CH3:19])[CH:8]1[O:16][CH2:15][C@H:13]([OH:14])[C@H:11]([OH:12])[C@H:9]1[OH:10])=[O:6].C(=O)([O-])[O-].[Na+].[Na+].[N+:27]([O-])([N+]([O-])=O)=[O:28]>O1CCCC1.C(Cl)Cl>[Cl:1][CH2:2][CH2:3][N:4]([N:27]=[O:28])[C:5]([N:7]([CH2:17][CH:18]([CH3:20])[CH3:19])[CH:8]1[O:16][CH2:15][C@H:13]([OH:14])[C@H:11]([OH:12])[C@H:9]1[OH:10])=[O:6] |f:1.2.3|. Procedure: 3.1 g of 1-(2-chloroethyl)-3-isobutyl-3-L-arabinopyranosylurea are dissolved in a mixture of 60 ml of tetrahydrofuran and 60 ml of methylene chloride, and 15 g of sodium carbonate anhydrate are added thereto. 5 g of nitrogen tetroxide gas are introduced into the mixture for 10 minutes under ice-cooling. The mixture is treated in the same manner as described in Example 2. 2.3 g of 1-(2-chloroethyl)-1-nitroso-3-isobutyl-3-L-arabinopyranosylurea are thereby obtained as pale yellow caramel. Reactants: C(=O)(C(F)(F)F)O (TFA), C(C)(C)(C)OC(NC1=C(C=C(C(=C1)N(C)C(C)C)Cl)N)=O ([2-amino-4-chloro-5-(isopropyl-methyl-amino)-phenyl]-carbamic acid tert-butyl ester), C(C)(C)(C)OC(CC(C1=CC(=CC=C1)C=1OC=C(N1)COC1OCCCC1)=O)=O (3-oxo-3-[3-[4-(tetrahydro-pyran-2-yloxymethyl)-oxazol-2-yl]-phenyl]-propionic acid tert-butyl ester). The solvent is C(Cl)Cl (CH2Cl2). Yields the product ClC=1C(=CC2=C(NC(CC(=N2)C2=CC(=CC=C2)C=2OC=C(N2)CO)=O)C1)N(C)C(C)C (8-Chloro-4-[3-(4-hydroxymethyl-oxazol-2-yl)-phenyl]-7-(isopropyl-methyl-amino)-1,3-dihydro-benzo[b][1,4]diazepin-2-one), solid. Reaction SMILES: C(OC(=O)[NH:7][C:8]1[CH:13]=[C:12]([N:14]([CH:16]([CH3:18])[CH3:17])[CH3:15])[C:11]([Cl:19])=[CH:10][C:9]=1[NH2:20])(C)(C)C.C(O[C:27](=[O:50])[CH2:28][C:29](=O)[C:30]1[CH:35]=[CH:34][CH:33]=[C:32]([C:36]2[O:37][CH:38]=[C:39]([CH2:41][O:42]C3CCCCO3)[N:40]=2)[CH:31]=1)(C)(C)C.C(O)(C(F)(F)F)=O>C(Cl)Cl>[Cl:19][C:11]1[C:12]([N:14]([CH:16]([CH3:18])[CH3:17])[CH3:15])=[CH:13][C:8]2[N:7]=[C:29]([C:30]3[CH:35]=[CH:34][CH:33]=[C:32]([C:36]4[O:37][CH:38]=[C:39]([CH2:41][OH:42])[N:40]=4)[CH:31]=3)[CH2:28][C:27](=[O:50])[NH:20][C:9]=2[CH:10]=1. Reported procedure: The title compound was prepared from [2-amino-4-chloro-5-(isopropyl-methyl-amino)-phenyl]-carbamic acid tert-butyl ester (0.17 g) (Example J26) and 3-oxo-3-[3-[4-(tetrahydro-pyran-2-yloxymethyl)-oxazol-2-yl]-phenyl]-propionic acid tert-butyl ester (0.22 g) (Example K11) according to the general procedure M. The obtained material was deprotected and cyclized by treatment with TFA in CH2Cl2 according to the general procedure N. Obtained as a yellow solid (0.05 g). Reactants: C1CCC2=NCCCN2CC1, CCOC(C)=O, Cc1ccccc1, CCOCC, OCc1cccnc1Cl, Cl, [N-]=[N+]=NP(=O)(c1ccccc1)c1ccccc1. Product: [N-]=[N+]=NCc1cccnc1Cl. As a reaction SMILES: [CH2:27]1[CH2:28][CH2:29][C:30]2=[N:35][CH2:34][CH2:33][CH2:32][N:31]2[CH2:36][CH2:37]1.[CH3:38][CH2:39][O:40][C:41]([CH3:42])=[O:43].[CH3:44][c:45]1[cH:46][cH:47][cH:48][cH:49][cH:50]1.[CH3:52][CH2:53][O:54][CH2:55][CH3:56].[Cl:1][c:2]1[n:3][cH:4][cH:5][cH:6][c:7]1[CH2:8][OH:9].[ClH:51].[c:10]1([P:11]([c:12]2[cH:13][cH:14][cH:15][cH:16][cH:17]2)(=[O:18])[N:24]=[N+:25]=[N-:26])[cH:19][cH:20][cH:21][cH:22][cH:23]1>>[Cl:1][c:2]1[n:3][cH:4][cH:5][cH:6][c:7]1[CH2:8][N:24]=[N+:25]=[N-:26].